Dataset: the Open Reaction Database (ORD), a public repository of structured organic reaction records. Task: describe an organic reaction: reactants, conditions, products, and yield Starting materials: O(C1=CC=CC=C1)C1=CC=C(C=C1)S(=O)(=O)C1(CCN(CC1)C(=O)OCC1=CC=CC=C1)C(=O)OC (1-benzyl 4-methyl 4-((4-phenoxyphenyl)sulfonyl)piperidine-1,4-dicarboxylate), [OH-].[K+] (potassium hydroxide). The solvent is C(C)O (ethanol). Reaction conditions: temperature 50 celsius, time 2 hour. Yields the product C(C1=CC=CC=C1)OC(=O)N1CCC(CC1)(C(=O)O)S(=O)(=O)C1=CC=C(C=C1)OC1=CC=CC=C1 (1-((Benzyloxy)carbonyl)-4-((4-phenoxyphenyl)sulfonyl)piperidine-4-carboxylic acid), white solid. Isolated yield 95.0%. RXN SMILES: [O:1]([C:8]1[CH:13]=[CH:12][C:11]([S:14]([C:17]2([C:33]([O:35]C)=[O:34])[CH2:22][CH2:21][N:20]([C:23]([O:25][CH2:26][C:27]3[CH:32]=[CH:31][CH:30]=[CH:29][CH:28]=3)=[O:24])[CH2:19][CH2:18]2)(=[O:16])=[O:15])=[CH:10][CH:9]=1)[C:2]1[CH:7]=[CH:6][CH:5]=[CH:4][CH:3]=1.[OH-].[K+]>C(O)C>[CH2:26]([O:25][C:23]([N:20]1[CH2:19][CH2:18][C:17]([S:14]([C:11]2[CH:10]=[CH:9][C:8]([O:1][C:2]3[CH:7]=[CH:6][CH:5]=[CH:4][CH:3]=3)=[CH:13][CH:12]=2)(=[O:16])=[O:15])([C:33]([OH:35])=[O:34])[CH2:22][CH2:21]1)=[O:24])[C:27]1[CH:32]=[CH:31][CH:30]=[CH:29][CH:28]=1 |f:1.2|. Reported procedure: 1-((Benzyloxy)carbonyl)-4-((4-phenoxyphenyl)sulfonyl)piperidine-4-carboxylic acid was synthesized as shown in FIG. 11. A 250 ml RBF was charged with the 1.75 g of 1-benzyl 4-methyl 4-((4-phenoxyphenyl)sulfonyl)piperidine-1,4-dicarboxylate (3.39 mmole), 0.57 g (10.16 mmole) potassium hydroxide in 30 ml ethanol/7.5 ml water. The reaction mixture was stirred at 50° C. with LCMS monitoring. LCMS analysis indicated ˜80% conversion after 1 hr and approximately 90% conversion after 2 hr with a trace of...